This data is from the Open Reaction Database (ORD), a public repository of structured organic reaction records. The task is: describe an organic reaction: reactants, conditions, products, and yield Starting materials: CCOC(C)=O, CCOc1cccc(Cc2ncc(C=O)c3cc(OCCO)c(OC)cc23)c1, CCCCCC, O=[Se]=O. Yields the product CCOc1cccc(C(=O)c2ncc(C=O)c3cc(OCCO)c(OC)cc23)c1. Reaction SMILES: [C:38]([O:39][CH2:40][CH3:41])(=[O:42])[CH3:43].[CH2:1]([CH3:2])[O:3][c:4]1[cH:5][c:6]([CH2:7][c:8]2[n:9][cH:10][c:11]([CH:24]=[O:25])[c:12]3[cH:13][c:14]([O:20][CH2:21][CH2:22][OH:23])[c:15]([O:18][CH3:19])[cH:16][c:17]23)[cH:26][cH:27][cH:28]1.[CH3:32][CH2:33][CH2:34][CH2:35][CH2:36][CH3:37].[Se:29](=[O:30])=[O:31]>>[CH2:1]([CH3:2])[O:3][c:4]1[cH:5][c:6]([C:7]([c:8]2[n:9][cH:10][c:11]([CH:24]=[O:25])[c:12]3[cH:13][c:14]([O:20][CH2:21][CH2:22][OH:23])[c:15]([O:18][CH3:19])[cH:16][c:17]23)=[O:30])[cH:26][cH:27][cH:28]1. Yields the product Cl.COC1=CC=C(C=C1)C=1OC(=C([N+]1[O-])C(=O)OCC)C (2-(4-Methoxyphenyl)-4-carbethoxy-5-methyloxazole N-oxide hydrochloride). Reported procedure: 2-(4-Methoxyphenyl)-4-carbethoxy-5-methyloxazole N-oxide hydrochloride was prepared in 67% yield from anisaldehyde and ethyl 2-oximino-3-oxobutanoate according to the procedure of Example 89, part (a). The crude product was used directly in the next reaction. Isolated yield 67.0%. Reactants: crude product, COC=1C=CC(=CC1)C=O (anisaldehyde), N(O)=C(C(=O)OCC)C(C)=O (ethyl 2-oximino-3-oxobutanoate), Cl.COC1=CC=C(C=C1)C=1OC(=C([N+]1[O-])C)C (2-(4-Methoxyphenyl)-4,5-dimethyloxazole N-oxide hydrochloride). RXN SMILES: [CH3:1][O:2][C:3]1[CH:4]=[CH:5][C:6]([CH:9]=[O:10])=[CH:7][CH:8]=1.[N:11](=[C:13]([C:19](=O)[CH3:20])[C:14]([O:16][CH2:17][CH3:18])=[O:15])[OH:12].[ClH:22].COC1C=CC(C2OC(C)=C(C)[N+]=2[O-])=CC=1>>[ClH:22].[CH3:1][O:2][C:3]1[CH:8]=[CH:7][C:6]([C:9]2[O:10][C:19]([CH3:20])=[C:13]([C:14]([O:16][CH2:17][CH3:18])=[O:15])[N+:11]=2[O-:12])=[CH:5][CH:4]=1 |f:2.3,4.5|.